describe an organic reaction: reactants, conditions, products, and yield From a dataset of the Open Reaction Database (ORD), a public repository of structured organic reaction records. Reactants: FCCBr, CC(C)CC(OC(c1ccccc1)c1ccc(C(=O)N2CCNCC2)cc1)C(=O)NCC#N, O=C([O-])[O-], CC#N, [Na+], [Na+]. The product is CC(C)CC(OC(c1ccccc1)c1ccc(C(=O)N2CCN(CCF)CC2)cc1)C(=O)NCC#N. Reaction SMILES: [Br:40][CH2:41][CH2:42][F:43].[C:1](#[N:2])[CH2:3][NH:4][C:5]([CH:6]([CH2:7][CH:8]([CH3:9])[CH3:10])[O:11][CH:12]([c:13]1[cH:14][cH:15][c:16]([C:19](=[O:20])[N:21]2[CH2:22][CH2:23][NH:24][CH2:25][CH2:26]2)[cH:17][cH:18]1)[c:27]1[cH:28][cH:29][cH:30][cH:31][cH:32]1)=[O:33].[C:34](=[O:35])([O-:36])[O-:37].[CH3:44][C:45]#[N:46].[Na+:38].[Na+:39]>>[C:1](#[N:2])[CH2:3][NH:4][C:5]([CH:6]([CH2:7][CH:8]([CH3:9])[CH3:10])[O:11][CH:12]([c:13]1[cH:14][cH:15][c:16]([C:19](=[O:20])[N:21]2[CH2:22][CH2:23][N:24]([CH2:41][CH2:42][F:43])[CH2:25][CH2:26]2)[cH:17][cH:18]1)[c:27]1[cH:28][cH:29][cH:30][cH:31][cH:32]1)=[O:33].